Dataset: the Open Reaction Database (ORD), a public repository of structured organic reaction records. Task: describe an organic reaction: reactants, conditions, products, and yield Reactants: O=C([O-])[O-], Cc1ccccc1, O=C(C=Cc1ccccc1)C=Cc1ccccc1, N#Cc1cccnc1Cl, [Cs+], [Cs+], O=C1CCN1, [Pd]. The product is N#Cc1cccnc1N1CCC1=O. As a reaction SMILES: [C:15](=[O:16])([O-:17])[O-:18].[CH3:40][c:41]1[cH:42][cH:43][cH:44][cH:45][cH:46]1.[CH:21](=[CH:22][C:23]([CH:24]=[CH:25][c:26]1[cH:27][cH:28][cH:29][cH:30][cH:31]1)=[O:32])[c:33]1[cH:34][cH:35][cH:36][cH:37][cH:38]1.[Cl:1][c:2]1[c:3]([C:4]#[N:5])[cH:6][cH:7][cH:8][n:9]1.[Cs+:19].[Cs+:20].[O:10]=[C:11]1[CH2:12][CH2:13][NH:14]1.[Pd:39]>>[c:2]1([N:14]2[C:11](=[O:10])[CH2:12][CH2:13]2)[c:3]([C:4]#[N:5])[cH:6][cH:7][cH:8][n:9]1. Starting materials: COC(=O)C(NC(C)C(=O)N1CCCC1C(=O)OC(C)(C)C)C(=O)OC, O=C([O-])[O-], CN(C)CCC(=O)c1cccs1, CO, Cl, [K+], [K+]. Reaction SMILES: [C:1]([CH3:2])([CH3:3])([CH3:4])[O:5][C:6]([CH:7]1[N:8]([C:12]([CH:13]([NH:14][CH:15]([C:16](=[O:17])[O:18][CH3:19])[C:20](=[O:21])[O:22][CH3:23])[CH3:24])=[O:25])[CH2:9][CH2:10][CH2:11]1)=[O:26].[C:40](=[O:41])([O-:42])[O-:43].[CH3:28][N:29]([CH2:30][CH2:31][C:32](=[O:33])[c:34]1[s:35][cH:36][cH:37][cH:38]1)[CH3:39].[CH3:46][OH:47].[ClH:27].[K+:44].[K+:45]>>[C:1]([CH3:2])([CH3:3])([CH3:4])[O:5][C:6]([CH:7]1[N:8]([C:12]([CH:13]([NH:14][C:15]([C:16](=[O:17])[O:18][CH3:19])([C:20](=[O:21])[O:22][CH3:23])[CH2:30][CH2:31][C:32](=[O:33])[c:34]2[s:35][cH:36][cH:37][cH:38]2)[CH3:24])=[O:25])[CH2:9][CH2:10][CH2:11]1)=[O:26]. Product: COC(=O)C(CCC(=O)c1cccs1)(NC(C)C(=O)N1CCCC1C(=O)OC(C)(C)C)C(=O)OC. Procedure details: A solution of 2-(Hydroxymethyl)-2,3-dihydro-1H-indene-5-carbonitrile (3.7 g, 21 mmol) in 80 mL of DCM was added Dess-Martin reagent (18 g, 43 mmol) in one portion at 0° C. The mixture was stirred at 0° C. for 1 hour, and then stirred at rt. overnight. The reaction mixture was purified with column chromatography (EtOAc:PE=1:20) to obtain 2-Formyl-2,3-dihydro-1H-indene-5-carbonitrile. 1H-NMR (400 MHz, CDCl3) δ 9.77 (d, J=1.2 Hz, 1H), 7.45-7.51 (m, 2H), 7.32 (d, J=7.6 Hz, 1H), 3.32-3.40 (m, 3H), 3.... RXN SMILES: [OH:1][CH2:2][CH:3]1[CH2:11][C:10]2[C:5](=[CH:6][CH:7]=[C:8]([C:12]#[N:13])[CH:9]=2)[CH2:4]1.CC(OI1(OC(C)=O)(OC(C)=O)OC(=O)C2C=CC=CC1=2)=O>C(Cl)Cl>[CH:2]([CH:3]1[CH2:11][C:10]2[C:5](=[CH:6][CH:7]=[C:8]([C:12]#[N:13])[CH:9]=2)[CH2:4]1)=[O:1]. Starting materials: OCC1CC2=CC=C(C=C2C1)C#N (2-(Hydroxymethyl)-2,3-dihydro-1H-indene-5-carbonitrile), CC(=O)OI1(C=2C=CC=CC2C(=O)O1)(OC(=O)C)OC(=O)C (Dess-Martin reagent). The product is C(=O)C1CC2=CC=C(C=C2C1)C#N (2-Formyl-2,3-dihydro-1H-indene-5-carbonitrile). Solvent: C(Cl)Cl (DCM). Conditions: temperature 0 celsius, time 1 hour. Reactants: FC(C=1C=CC=2N(C1)C=CN2)(F)F (6-trifluoromethyl-imidazo[1,2-a]pyridine), BrBr (bromine). Solvent: C(C)(=O)O (acetic acid). Run at time 1 hour. Product: BrC1=CN=C2N1C=C(C=C2)C(F)(F)F (3-Bromo-6-trifluoromethyl-imidazo[1,2-a]pyridine). RXN SMILES: [F:1][C:2]([F:13])([F:12])[C:3]1[CH:4]=[CH:5][C:6]2[N:7]([CH:9]=[CH:10][N:11]=2)[CH:8]=1.[Br:14]Br>C(O)(=O)C>[Br:14][C:9]1[N:7]2[CH:8]=[C:3]([C:2]([F:1])([F:12])[F:13])[CH:4]=[CH:5][C:6]2=[N:11][CH:10]=1. Reported procedure: To 6-trifluoromethyl-imidazo[1,2-a]pyridine (1 eq, 6.2 mmol, 1.1 g) in acetic acid (15 ml) under an inert atmosphere of argon is added dropwise bromine (1 eq, 6.2 mmol, 0.313 ml). After stirring at room temperature for 1 hour, the reaction mixture is filtered to afford the title compound as a beige solid; [M+H]+=266(268) Reactants: N(=O)OCCC(C)C (Isoamyl nitrite), NC1=C(OC=2C(=NC=NC2)OC(C)C(=O)OC)C=C(C(=C1)F)N1C(N(C(=CC1=O)C(F)(F)F)C)=O (5-{2-amino-4-fluoro-5-[3-methyl-2,6-dioxo-4-(trifluoromethyl)-1,2,3,6-tetrahydropyrimidin-1-yl]phenoxy}-4-{1-(methoxycarbonyl)ethoxy}pyrimidine), Cl (hydrochloric acid). Reagents/catalysts: [Cu]Cl (copper(I) chloride), [Cu](Cl)Cl (copper(II) chloride). The solvent is C(C)#N (acetonitrile). Run at time 1 hour. Yields the product ClC1=C(OC=2C(=NC=NC2)OC(C)C(=O)OC)C=C(C(=C1)F)N1C(N(C(=CC1=O)C(F)(F)F)C)=O (5-{2-chloro-4-fluoro-5-[3-methyl-2,6-dioxo-4-(trifluoromethyl)-1,2,3,6-tetrahydropyrimidin-1-yl]phenoxy}-4-{1-(methoxycarbonyl)ethoxy}pyrimidine). Reaction SMILES: N(OCCC(C)C)=O.N[C:10]1[CH:29]=[C:28]([F:30])[C:27]([N:31]2[C:36](=[O:37])[CH:35]=[C:34]([C:38]([F:41])([F:40])[F:39])[N:33]([CH3:42])[C:32]2=[O:43])=[CH:26][C:11]=1[O:12][C:13]1[C:14]([O:19][CH:20]([C:22]([O:24][CH3:25])=[O:23])[CH3:21])=[N:15][CH:16]=[N:17][CH:18]=1.[ClH:44]>[Cu]Cl.[Cu](Cl)Cl.C(#N)C>[Cl:44][C:10]1[CH:29]=[C:28]([F:30])[C:27]([N:31]2[C:36](=[O:37])[CH:35]=[C:34]([C:38]([F:41])([F:40])[F:39])[N:33]([CH3:42])[C:32]2=[O:43])=[CH:26][C:11]=1[O:12][C:13]1[C:14]([O:19][CH:20]([C:22]([O:24][CH3:25])=[O:23])[CH3:21])=[N:15][CH:16]=[N:17][CH:18]=1. Procedure: Isoamyl nitrite is added to a mixture of 5-{2-amino-4-fluoro-5-[3-methyl-2,6-dioxo-4-(trifluoromethyl)-1,2,3,6-tetrahydropyrimidin-1-yl]phenoxy}-4-{1-(methoxycarbonyl)ethoxy}pyrimidine, copper(I) chloride, copper(II) chloride and acetonitrile dropwise at room temperature, and the mixture is stirred for 1 hour. This reaction solution is poured into 2% hydrochloric acid, and extracted with ethyl acetate. The organic layer is washed with saturated saline, dried over anhydrous magnesium sulfate, and...